From a dataset of the Open Reaction Database (ORD), a public repository of structured organic reaction records. describe an organic reaction: reactants, conditions, products, and yield The reactants are CC(=O)O[BH-](OC(C)=O)OC(C)=O, CCNCC, CC(=O)O, COC(=O)c1ccc(C=O)cc1, ClC(Cl)Cl, ClCCCl, [Na+], [Na+], O=C([O-])O. Yields the product CCN(CC)Cc1ccc(C(=O)OC)cc1. As a reaction SMILES: [C:18]([O:19][BH-:20]([O:21][C:22](=[O:23])[CH3:24])[O:25][C:26](=[O:27])[CH3:28])(=[O:29])[CH3:30].[CH2:13]([CH3:14])[NH:15][CH2:16][CH3:17].[CH3:45][C:46](=[O:47])[OH:48].[CH:1](=[O:2])[c:3]1[cH:4][cH:5][c:6]([C:7](=[O:8])[O:9][CH3:10])[cH:11][cH:12]1.[CH:41]([Cl:42])([Cl:43])[Cl:44].[Cl:37][CH2:38][CH2:39][Cl:40].[Na+:31].[Na+:32].[OH:33][C:34](=[O:35])[O-:36]>>[CH2:1]([c:3]1[cH:4][cH:5][c:6]([C:7](=[O:8])[O:9][CH3:10])[cH:11][cH:12]1)[N:15]([CH2:13][CH3:14])[CH2:16][CH3:17].